From a dataset of the Open Reaction Database (ORD), a public repository of structured organic reaction records. describe an organic reaction: reactants, conditions, products, and yield Reaction SMILES: [CH3:44][CH2:45][O:46][C:47]([CH3:48])=[O:49].[CH3:50][S:51]([CH3:52])=[O:53].[F:6][C:7]([c:8]1[cH:9][c:10]([CH2:11][n:12]2[n:13][n:14][c:15]([C:18](=[O:19])[c:20]3[c:21](-[c:28]4[c:29]([Cl:34])[cH:30][cH:31][cH:32][cH:33]4)[n:22][c:23]([CH:25]4[CH2:26][CH2:27]4)[o:24]3)[c:16]2[Cl:17])[cH:35][c:36]([C:38]([F:39])([F:40])[F:41])[cH:37]1)([F:42])[F:43].[nH:1]1[cH:2][n:3][cH:4][cH:5]1>>[n:1]1(-[c:16]2[n:12]([CH2:11][c:10]3[cH:9][c:8]([C:7]([F:6])([F:42])[F:43])[cH:37][c:36]([C:38]([F:39])([F:40])[F:41])[cH:35]3)[n:13][n:14][c:15]2[C:18](=[O:19])[c:20]2[c:21](-[c:28]3[c:29]([Cl:34])[cH:30][cH:31][cH:32][cH:33]3)[n:22][c:23]([CH:25]3[CH2:26][CH2:27]3)[o:24]2)[cH:2][n:3][cH:4][cH:5]1. Yields the product O=C(c1nnn(Cc2cc(C(F)(F)F)cc(C(F)(F)F)c2)c1-n1ccnc1)c1oc(C2CC2)nc1-c1ccccc1Cl. Reactants: CCOC(C)=O, CS(C)=O, O=C(c1nnn(Cc2cc(C(F)(F)F)cc(C(F)(F)F)c2)c1Cl)c1oc(C2CC2)nc1-c1ccccc1Cl, c1c[nH]cn1. Reactants: Cl.S1C2=C(C(=C1)CCCN1C(CN(CC1)C1=NC=CC=C1OC)C)C=CC=C2 (1-[3-(benzo[b]thien-3-yl)propyl]-4-(3-methoxy-2-pyridinyl)-2-methylpiperazine hydrochloride), S(=O)(=O)([O-])C1=CC=C(C)C=C1 (tosylate), COC=1C(=NC=NC1)N1C(CNCC1)C (1-(5-methoxy-4-pyrimidinyl)-2-methylpiperazine). Yields the product Cl.S1C2=C(C(=C1)CCN1CC(N(CC1)C1=NC=NC=C1OC)C)C=CC=C2 (1-[2-(benzo[b]thien-3-yl)ethyl]-4-(5-methoxy-4-pyrimidinyl)-3-methylpiperazine hydrochloride). As a reaction SMILES: [ClH:1].[S:2]1[CH:6]=[C:5]([CH2:7][CH2:8]CN2CCN(C3C(OC)=CC=CN=3)CC2C)[C:4]2[CH:25]=[CH:26][CH:27]=[CH:28][C:3]1=2.S(C1C=CC(C)=CC=1)([O-])(=O)=O.[CH3:40][O:41][C:42]1[C:43]([N:48]2[CH2:53][CH2:52][NH:51][CH2:50][CH:49]2[CH3:54])=[N:44][CH:45]=[N:46][CH:47]=1>>[ClH:1].[S:2]1[CH:6]=[C:5]([CH2:7][CH2:8][N:51]2[CH2:52][CH2:53][N:48]([C:43]3[C:42]([O:41][CH3:40])=[CH:47][N:46]=[CH:45][N:44]=3)[CH:49]([CH3:54])[CH2:50]2)[C:4]2[CH:25]=[CH:26][CH:27]=[CH:28][C:3]1=2 |f:0.1,4.5|. Procedure: The title compound was prepared (0.20 g, 24%, mp 140°-144° C.) in a manner analogous to the preparation of 1-[3-(benzo[b]thien-3-yl)propyl]-4-(3-methoxy-2-pyridinyl)-2-methylpiperazine hydrochloride (Example 41) by the reaction of 3-benzo[b]thieneethanol tosylate (Example 47) with 1-(5-methoxy-4-pyrimidinyl)-2-methylpiperazine. Starting materials: COC1=CC=C(C=C1)C1=CC=C(C=C1)S(=O)(=O)NC1C(OC(C1)CNC1=CC=CC=C1)=O (3-[(4′-Methoxy[1,1′-biphenyl]-4-yl)sulfonyl]amino-2-oxo-5-[(phenylamino)methyl]-tetrahydrofuran), O.[OH-].[Li+] (lithium hydroxide monohydrate). The solvent is O (water), C1CCOC1 (THF). Reaction conditions: time 4 hour. Yields the product COC1=CC=C(C=C1)C1=CC=C(C=C1)S(=O)(=O)NC(C(=O)O)CC(CNC1=CC=CC=C1)O (2-[(4′-Methoxy[1,1′-biphenyl]-4-yl)sulfonyl]amino-4-hydroxy-5-(phenylamino)-pentanoic acid). RXN SMILES: [CH3:1][O:2][C:3]1[CH:8]=[CH:7][C:6]([C:9]2[CH:14]=[CH:13][C:12]([S:15]([NH:18][CH:19]3[CH2:23][CH:22]([CH2:24][NH:25][C:26]4[CH:31]=[CH:30][CH:29]=[CH:28][CH:27]=4)[O:21][C:20]3=[O:32])(=[O:17])=[O:16])=[CH:11][CH:10]=2)=[CH:5][CH:4]=1.[OH2:33].[OH-].[Li+]>O.C1COCC1>[CH3:1][O:2][C:3]1[CH:8]=[CH:7][C:6]([C:9]2[CH:10]=[CH:11][C:12]([S:15]([NH:18][CH:19]([CH2:23][CH:22]([OH:33])[CH2:24][NH:25][C:26]3[CH:27]=[CH:28][CH:29]=[CH:30][CH:31]=3)[C:20]([OH:21])=[O:32])(=[O:16])=[O:17])=[CH:13][CH:14]=2)=[CH:5][CH:4]=1 |f:1.2.3|. Reported procedure: To a solution of 3-[(4′-Methoxy[1,1′-biphenyl]-4-yl)sulfonyl]amino-2-oxo-5-[(phenylamino)methyl]-tetrahydrofuran 19a (0.19 g, 0.42 mmol) in water (3 mL) and THF (3 mL) is added slowly lithium hydroxide monohydrate (180 mg, 4.2 mmol). The reaction mixture is stirred for 4 h, and then concentrated to dryness. The resulting mixture is diluted with water, and then the mixture is extracted twice with Et2O. The Et2O layer is discarded and the aqueous layer is neutralized carefully with 1N HCl to pH 6,... The solvent is C1(=CC=CC=C1)C (toluene). Reactants: N(=[N+]=[N-])C(C)C1=NOC(=C1C1=C(C=CC=C1)C(=O)C1=CC=C(C=C1)Cl)C ((2-(3-(1-azidoethyl)-5-methylisoxazol-4-yl)phenyl)(4-chlorophenyl)methanone), CP(C)C (trimethylphosphine). The product is ClC1=CC=C(C=C1)C1=NC(C=2C(C3=C1C=CC=C3)=C(ON2)C)C (6-(4-chlorophenyl)-1,4-dimethyl-4H-benzo[c]isoxazolo[4,3-e]azepine). As a reaction SMILES: [N:1]([CH:4]([C:6]1[C:10]([C:11]2[CH:16]=[CH:15][CH:14]=[CH:13][C:12]=2[C:17]([C:19]2[CH:24]=[CH:23][C:22]([Cl:25])=[CH:21][CH:20]=2)=O)=[C:9]([CH3:26])[O:8][N:7]=1)[CH3:5])=[N+]=[N-].CP(C)C>C1(C)C=CC=CC=1>[Cl:25][C:22]1[CH:23]=[CH:24][C:19]([C:17]2[C:12]3[CH:13]=[CH:14][CH:15]=[CH:16][C:11]=3[C:10]3=[C:9]([CH3:26])[O:8][N:7]=[C:6]3[CH:4]([CH3:5])[N:1]=2)=[CH:20][CH:21]=1. Reported procedure: To a round bottomed flask was added (2-(3-(1-azidoethyl)-5-methylisoxazol-4-yl)phenyl)(4-chlorophenyl)methanone (0.073 g, 0.199 mmol), toluene, and trimethylphosphine (0.239 mL, 1M in toluene, 0.239 mmol). The reaction was stirred at room temperature overnight before concentrating. The crude residue was purified via Biotage (EtOAc/hex) to afford impure 6-(4-chlorophenyl)-1,4-dimethyl-4H-benzo[c]isoxazolo[4,3-e]azepine. This material was purified via preparatory HPLC and the fractions neutralized... Conditions: time 8 hour. Starting materials: C[Mg+], CC1(C)OCC(C=O)(C2CCCCC2)CO1, Cl, [I-]. Product: CC(O)C1(C2CCCCC2)COC(C)(C)OC1. Reaction SMILES: [CH3:2][Mg+:3].[CH:4]1([C:10]2([CH:18]=[O:19])[CH2:11][O:12][C:13]([CH3:16])([CH3:17])[O:14][CH2:15]2)[CH2:5][CH2:6][CH2:7][CH2:8][CH2:9]1.[ClH:20].[I-:1]>>[CH3:2][CH:18]([C:10]1([CH:4]2[CH2:5][CH2:6][CH2:7][CH2:8][CH2:9]2)[CH2:11][O:12][C:13]([CH3:16])([CH3:17])[O:14][CH2:15]1)[OH:19]. Starting materials: C(C)C=1C=C(C=CC1)N1CCNCC1 (1-(3-ethylphenyl)piperazine), ClCCC1CN(C(O1)=O)C (5-(2-chloroethyl)-3-methyl-2-oxazolidinone), C([O-])([O-])=O.[Na+].[Na+] (sodium carbonate). Reagents/catalysts: [I-].[K+] (potassium iodide). The solvent is C(CCC)O (1-butanol). Product: Cl.Cl.C(C)C=1C=C(C=CC1)N1CCN(CC1)CCC1CN(C(O1)=O)C (5-[2-[4-(3-Ethylphenyl)-1-Piperazinyl]Ethyl]-3-Methyl-2-Oxazolidinone Dihydrochloride). Isolated yield 139.7%. As a reaction SMILES: [CH2:1]([C:3]1[CH:4]=[C:5]([N:9]2[CH2:14][CH2:13][NH:12][CH2:11][CH2:10]2)[CH:6]=[CH:7][CH:8]=1)[CH3:2].[Cl:15][CH2:16][CH2:17][CH:18]1[O:22][C:21](=[O:23])[N:20]([CH3:24])[CH2:19]1.C(=O)([O-])[O-].[Na+].[Na+]>C(O)CCC.[I-].[K+]>[ClH:15].[ClH:15].[CH2:1]([C:3]1[CH:4]=[C:5]([N:9]2[CH2:10][CH2:11][N:12]([CH2:16][CH2:17][CH:18]3[O:22][C:21](=[O:23])[N:20]([CH3:24])[CH2:19]3)[CH2:13][CH2:14]2)[CH:6]=[CH:7][CH:8]=1)[CH3:2] |f:2.3.4,6.7,8.9.10|. Procedure details: A mixture of 12.2 g (0.064 mol) of 1-(3-ethylphenyl)piperazine, 12.6 g (0.077 mol) of 5-(2-chloroethyl)-3-methyl-2-oxazolidinone, 27.1 g (0.255 mol) of anhydrous sodium carbonate, and 0.5 g (0.003 mol) of potassium iodide in 300 mL of 1-butanol was heated at reflux for 16 h. The mixture was concentrated under reduced pressure and the residue partitioned between 300 mL of benzene and 300 mL of water. The benzene layer was washed with water and brine, dried (MgSO4) and concentrated under reduced p...